From a dataset of the Open Reaction Database (ORD), a public repository of structured organic reaction records. describe an organic reaction: reactants, conditions, products, and yield Starting materials: CCOC(C)=O, [H-], [Na+], O=S(=O)(CCCCl)NC1CCN(Cc2ccc(C3COc4ccccc4O3)cc2)CC1, CN(C)C=O. Product: O=S1(=O)CCCN1C1CCN(Cc2ccc(C3COc4ccccc4O3)cc2)CC1. Reaction SMILES: [CH3:39][CH2:40][O:41][C:42]([CH3:43])=[O:44].[H-:33].[Na+:32].[O:1]1[CH:2]([c:11]2[cH:12][cH:13][c:14]([CH2:15][N:16]3[CH2:17][CH2:18][CH:19]([NH:22][S:23](=[O:24])(=[O:25])[CH2:26][CH2:27][CH2:28][Cl:29])[CH2:20][CH2:21]3)[cH:30][cH:31]2)[CH2:3][O:4][c:5]2[c:6]1[cH:7][cH:8][cH:9][cH:10]2.[O:34]=[CH:35][N:36]([CH3:37])[CH3:38]>>[O:1]1[CH:2]([c:11]2[cH:12][cH:13][c:14]([CH2:15][N:16]3[CH2:17][CH2:18][CH:19]([N:22]4[S:23](=[O:24])(=[O:25])[CH2:26][CH2:27][CH2:28]4)[CH2:20][CH2:21]3)[cH:30][cH:31]2)[CH2:3][O:4][c:5]2[c:6]1[cH:7][cH:8][cH:9][cH:10]2. Reactants: CCCc1ccccc1N=C=O, ClCCl, CC(NC1CCn2c1nc1ccccc1c2=O)c1ccccc1. The product is CCCc1ccccc1NC(=O)N(C(C)c1ccccc1)C1CCn2c1nc1ccccc1c2=O. As a reaction SMILES: [CH2:24]([CH2:25][CH3:26])[c:27]1[c:28]([N:33]=[C:34]=[O:35])[cH:29][cH:30][cH:31][cH:32]1.[Cl:36][CH2:37][Cl:38].[c:1]1([CH:7]([CH3:8])[NH:9][CH:10]2[CH2:11][CH2:12][n:13]3[c:14]2[n:15][c:16]2[cH:17][cH:18][cH:19][cH:20][c:21]2[c:22]3=[O:23])[cH:2][cH:3][cH:4][cH:5][cH:6]1>>[c:1]1([CH:7]([CH3:8])[N:9]([CH:10]2[CH2:11][CH2:12][n:13]3[c:14]2[n:15][c:16]2[cH:17][cH:18][cH:19][cH:20][c:21]2[c:22]3=[O:23])[C:34]([NH:33][c:28]2[c:27]([CH2:24][CH2:25][CH3:26])[cH:32][cH:31][cH:30][cH:29]2)=[O:35])[cH:2][cH:3][cH:4][cH:5][cH:6]1. Starting materials: c4ccc(B3OB(c1ccccc1)OB(c2ccccc2)O3)cc4 (effective_coupling_partner), CN(C)C(=O)Oc1ccc(OC(=O)N(C)C)cc1 (substrate). Product: c3ccc(c2ccc(c1ccccc1)cc2)cc3. The reagents and catalysts are PCy3. Run at temperature 110 celsius, time 16 hour. The reactants are Cl (hydrogen chloride), C1(=CC=CC=C1)C(C1=CC=CC=C1)=NC(C#N)(CCCF)C (rac-2-[(Diphenylmethylene)amino]-5-fluoro-2-methylpentanonitrile), Cl (hydrogen chloride). The solvent is O (water), O1CCCC1 (tetrahydrofuran). Conditions: time 8 hour. Product: Cl.NC(C#N)(CCCF)C (rac-2-Amino-5-fluoro-2-methylpentanonitrile hydrochloride). RXN SMILES: C1(C(=[N:14][C:15]([CH3:22])([CH2:18][CH2:19][CH2:20][F:21])[C:16]#[N:17])C2C=CC=CC=2)C=CC=CC=1.[ClH:23]>O1CCCC1.O>[ClH:23].[NH2:14][C:15]([CH3:22])([CH2:18][CH2:19][CH2:20][F:21])[C:16]#[N:17] |f:4.5|. Procedure details: 18.94 g (56.62 mmol; 88% purity) of rac-2-[(diphenylmethylene)amino]-5-fluoro-2-methylpentanonitrile from Example 71A were dissolved in 264.6 ml of tetrahydrofuran and 10.2 ml of water, 124.6 ml (62.28 mmol) of hydrogen chloride solution (0.5 N in diethyl ether) were added and the mixture was stirred at room temperature overnight. The reaction solution was admixed with 28.3 ml (56.62 mmol) of hydrogen chloride solution (2 N in diethyl ether) and concentrated by rotary evaporation. The isolated c... Reactants: [NH4+].[Cl-] (NH4Cl), ice, NC1=NC(=CC=C1)N (2,6-Diaminopyridine), FC1=CC=C(C=C1)[N+](=O)[O-] (1-fluoro-4-nitrobenzene), [H-].[Na+] (sodium hydride). The solvent is CN(C)C=O (DMF). Conditions: time 30 minute. Product: [N+](=O)([O-])C1=CC=C(C=C1)NC1=NC(=CC=C1)N (N2-(4-nitrophenyl)pyridine-2,6-diamine). The yield is 75.5%. As a reaction SMILES: [NH2:1][C:2]1[CH:7]=[CH:6][CH:5]=[C:4]([NH2:8])[N:3]=1.F[C:10]1[CH:15]=[CH:14][C:13]([N+:16]([O-:18])=[O:17])=[CH:12][CH:11]=1.[H-].[Na+].[NH4+].[Cl-]>CN(C=O)C>[N+:16]([C:13]1[CH:14]=[CH:15][C:10]([NH:1][C:2]2[CH:7]=[CH:6][CH:5]=[C:4]([NH2:8])[N:3]=2)=[CH:11][CH:12]=1)([O-:18])=[O:17] |f:2.3,4.5|. Procedure: 2,6-Diaminopyridine (9.2 mmol, 1.0 g) and 1-fluoro-4-nitrobenzene (9.2 mmol, 1.3 g) were dissolved in 10 mL anhydrous DMF. The solution was stirred at ambient temperature while 95% sodium hydride (18.3 mmol, 440 mg) was added. The solution turned reddish black in 30 min. The reaction mixture was stirred for an additional 20 hours at room temperature. The reaction mixture was poured slowly into 25 mL 10% aqueous NH4Cl solution mixed with ice (25 g). The resulted aqueous solution was extracted wit... The product is O=C1c2ccccc2NCc2cccn21. Reaction SMILES: [CH3:19][CH2:20][O:21][C:22](=[O:23])[CH3:24].[ClH:25].[N+:1]([O-:3])([c:4]1[c:5]([C:6](=[O:7])[n:8]2[c:9]([CH:13]=[O:2])[cH:10][cH:11][cH:12]2)[cH:15][cH:16][cH:17][cH:18]1)=[O:14]>>[NH:1]1[c:4]2[c:5]([cH:15][cH:16][cH:17][cH:18]2)[C:6](=[O:7])[n:8]2[c:9]([cH:10][cH:11][cH:12]2)[CH2:13]1. Reactants: CCOC(C)=O, Cl, O=Cc1cccn1C(=O)c1ccccc1[N+](=O)[O-]. The product is O=c1cccc(Br)n1Cc1ccc(OCc2ccccc2)cc1. RXN SMILES: [Br-:12].[Br:1][c:2]1[cH:3][cH:4][cH:5][c:6](=[O:8])[nH:7]1.[CH2:13]([c:14]1[cH:15][cH:16][cH:17][cH:18][cH:19]1)[O:20][c:21]1[cH:22][cH:23][c:24]([CH2:25][Cl:26])[cH:27][cH:28]1.[CH3:29][O:30][CH2:31][CH2:32][O:33][CH3:34].[CH3:35][N:36]([CH3:37])[CH:38]=[O:39].[H-:9].[Li+:11].[Na+:10].[OH2:40]>>[Br:1][c:2]1[cH:3][cH:4][cH:5][c:6](=[O:8])[n:7]1[CH2:25][c:24]1[cH:23][cH:22][c:21]([O:20][CH2:13][c:14]2[cH:15][cH:16][cH:17][cH:18][cH:19]2)[cH:28][cH:27]1. Reactants: [Br-], O=c1cccc(Br)[nH]1, ClCc1ccc(OCc2ccccc2)cc1, COCCOC, CN(C)C=O, [H-], [Li+], [Na+], O. The reactants are BrC1=CC=2N(C(NC(C2S1)=O)(C)C)C (6-bromo-1,2,2-trimethyl-2,3-dihydrothieno[3,2-d]pyrimidin-4(1H)-one), N1=CC=C(C2=CC=CC=C12)B(O)O (quinolin-4-ylboronic acid), C([O-])([O-])=O.[Cs+].[Cs+] (cesium carbonate), COCCOC (1,2-dimethoxyethane), 1,1′-bis(diphenylphosphino) ferrocenepalladium (II) dichloride dichloromethane. Solvent: O (water). Yields the product CN1C(NC(C2=C1C=C(S2)C2=CC=NC1=CC=CC=C21)=O)(C)C (1,2,2-trimethyl-6-quinolin-4-yl-2,3-dihydrothieno[3,2-d]pyrimidin-4(1H)-one). Isolated yield 29.2%. Reaction SMILES: Br[C:2]1[S:10][C:9]2[C:8](=[O:11])[NH:7][C:6]([CH3:13])([CH3:12])[N:5]([CH3:14])[C:4]=2[CH:3]=1.[N:15]1[C:24]2[C:19](=[CH:20][CH:21]=[CH:22][CH:23]=2)[C:18](B(O)O)=[CH:17][CH:16]=1.C(=O)([O-])[O-].[Cs+].[Cs+].COCCOC>O>[CH3:14][N:5]1[C:4]2[CH:3]=[C:2]([C:18]3[C:19]4[C:24](=[CH:23][CH:22]=[CH:21][CH:20]=4)[N:15]=[CH:16][CH:17]=3)[S:10][C:9]=2[C:8](=[O:11])[NH:7][C:6]1([CH3:13])[CH3:12] |f:2.3.4|. Reported procedure: A mixture of 6-bromo-1,2,2-trimethyl-2,3-dihydrothieno[3,2-d]pyrimidin-4(1H)-one (138 mg, 0.50 mmol), quinolin-4-ylboronic acid (173 mg, 1.00 mmol), cesium carbonate (489 mg, 1.50 mmol), 1,2-dimethoxyethane (5 mL) and water (1 mL) was purged with argon. Then, 1,1′-bis(diphenylphosphino) ferrocenepalladium (II) dichloride dichloromethane adduct (40.8 mg, 0.050 mmol) was added, and the mixture was purged with argon again. This mixture was refluxed for 18 h. Then, the mixture was poured into satura...